This data is from the Open Reaction Database (ORD), a public repository of structured organic reaction records. The task is: describe an organic reaction: reactants, conditions, products, and yield Solvent: CCCCCCC (heptane), heptanes. Isolated yield 55.0%. Reactants: n-Bu lithium, Cl (HCl), C1(=CC=C(C=C1)SC1=C(C=CC=C1)Br)C (2-(4-tolylsulfanyl)-phenyl bromide), C(=O)(OCC)N1C(CCCC1)=O (carbetoxypiperidone), C1CCOC1 (THF). As a reaction SMILES: [C:1]1([CH3:15])[CH:6]=[CH:5][C:4]([S:7][C:8]2[CH:13]=[CH:12][CH:11]=[CH:10][C:9]=2Br)=[CH:3][CH:2]=1.[C:16]([N:21]1[CH2:26][CH2:25][CH2:24][CH2:23][C:22]1=O)([O:18][CH2:19][CH3:20])=[O:17].Cl.C1C[O:32]CC1>CCCCCCC>[C:16]([N:21]1[CH2:26][CH2:25][C:24]([OH:32])([C:9]2[CH:10]=[CH:11][CH:12]=[CH:13][C:8]=2[S:7][C:4]2[CH:5]=[CH:6][C:1]([CH3:15])=[CH:2][CH:3]=2)[CH2:23][CH2:22]1)([O:18][CH2:19][CH3:20])=[O:17]. Run at temperature -40 celsius, time 30 minute. Reported procedure: In anhydrous equipment under a nitrogen atmosphere was stirred a mixture of 2-(4-tolylsulfanyl)-phenyl bromide (600 g, 2.15 mol) in heptanes (4.5 L) at room temperature (25° C.). n-Bu-lithium (10 M, 236 mL) solution in heptane was then added by canulation. After stirring at room temperature for 30 minutes the reaction mixture was cooled to −50° C. before a solution of carbetoxypiperidone in THF (1.5 L) was added dropwise while maintaining the temperature under −40° C. Once the addition was compl... Yields the product C(=O)(OCC)N1CCC(CC1)(C1=C(C=CC=C1)SC1=CC=C(C=C1)C)O (1-carbethoxy-4-hydroxy-4-[2-(4-methylphenylsulfanyl)phenyl]piperidine).